Task: describe an organic reaction: reactants, conditions, products, and yield. Dataset: the Open Reaction Database (ORD), a public repository of structured organic reaction records The reactants are C(C)N(C(=O)C1=C(C=CC(=C1)C=1C=NN(C1)CCCO)NC1=NC(=NC=C1C(F)(F)F)NC1=C(C=C(CP(OCC)(O)=O)C=C1)OC)CC (Ethyl hydrogen (4-{[4-({2-(diethylcarbamoyl)-4-[1-(3-hydroxypropyl)-1H-pyrazol-4-yl]phenyl}amino)-5-(trifluoromethyl)pyrimidin-2-yl]amino}-3-methoxybenzyl)phosphonate), C(C)NC(=O)C1=C(C=CC(=C1)C=1C=NN(C1)CCCO)NC1=NC(=NC=C1C(F)(F)F)NC1=CC=C(CP(OCC)(OCC)=O)C=C1 (diethyl (4-{[4-({2-(ethylcarbamoyl)-4-[1-(3-hydroxypropyl)-1H-pyrazol-4-yl]phenyl}amino)-5-(trifluoromethyl)pyrimidin-2-yl]amino}benzyl)phosphonate), C(C)NC(=O)C1=C(C=CC(=C1)C=1C=NN(C1)CCCO)NC1=NC(=NC=C1C(F)(F)F)NC1=CC=C(CP(OCC)(OCC)=O)C=C1 (diethyl (4-{[4-({2-(ethylcarbamoyl)-4-[1-(3-hydroxypropyl)-1H-pyrazol-4-yl]phenyl}amino)-5-(trifluoromethyl)pyrimidin-2-yl]amino}benzyl)phosphonate). Yields the product C(C)NC(=O)C1=C(C=CC(=C1)C=1C=NN(C1)CCCO)NC1=NC(=NC=C1C(F)(F)F)NC1=CC=C(CP(OCC)(O)=O)C=C1 (Ethyl hydrogen (4-{[4-({2-(ethylcarbamoyl)-4-[1-(3-hydroxypropyl)-1H-pyrazol-4-yl]phenyl}amino)-5-(trifluoromethyl)pyrimidin-2-yl]amino}benzyl)phosphonate). Isolated yield 53.0%. RXN SMILES: [CH2:1]([N:3](CC)[C:4]([C:6]1[CH:11]=[C:10]([C:12]2[CH:13]=[N:14][N:15]([CH2:17][CH2:18][CH2:19][OH:20])[CH:16]=2)[CH:9]=[CH:8][C:7]=1[NH:21][C:22]1[C:27]([C:28]([F:31])([F:30])[F:29])=[CH:26][N:25]=[C:24]([NH:32][C:33]2[CH:45]=[CH:44][C:36]([CH2:37][P:38](=[O:43])([OH:42])[O:39][CH2:40][CH3:41])=[CH:35][C:34]=2OC)[N:23]=1)=[O:5])[CH3:2].C(NC(C1C=C(C2C=NN(CCCO)C=2)C=CC=1NC1C(C(F)(F)F)=CN=C(NC2C=CC(CP(=O)(OCC)OCC)=CC=2)N=1)=O)C>>[CH2:1]([NH:3][C:4]([C:6]1[CH:11]=[C:10]([C:12]2[CH:13]=[N:14][N:15]([CH2:17][CH2:18][CH2:19][OH:20])[CH:16]=2)[CH:9]=[CH:8][C:7]=1[NH:21][C:22]1[C:27]([C:28]([F:29])([F:30])[F:31])=[CH:26][N:25]=[C:24]([NH:32][C:33]2[CH:34]=[CH:35][C:36]([CH2:37][P:38](=[O:42])([OH:43])[O:39][CH2:40][CH3:41])=[CH:44][CH:45]=2)[N:23]=1)=[O:5])[CH3:2]. Procedure details: Prepared analogously to Compound 3A using diethyl (4-{[4-({2-(ethylcarbamoyl)-4-[1-(3-hydroxypropyl)-1H-pyrazol-4-yl]phenyl}amino)-5-(trifluoromethyl)pyrimidin-2-yl]amino}benzyl)phosphonate (Compound 10B, 589 mg, 872 μmol) to afford 296 mg of the title compound (53%). 1H NMR (400 MHz, CD3OD) δ 8.41 (br. s., 1H), 8.27 (s, 1H), 8.16 (s, 1H), 7.93 (s, 1H), 7.82 (d, J=1.5 Hz, 1H), 7.67 (d, J=8.6 Hz, 1H), 7.46 (d, J=8.1 Hz, 2H), 7.24 (d, J=7.6 Hz, 2H), 4.31 (t, J=6.8 Hz, 2H), 3.84 (t, J=6.9 Hz, 2H), ... The reactants are ClS(=O)(=O)C=1C=C(C(=O)O)C=CC1 (3-(chlorosulfonyl)benzoic acid), ClS(=O)(=O)C1=C(C(=O)O)C=CC=C1 (chlorosulfonylbenzoic acid), C=1(C(=CC=CC1)C)C (xylene). Run in O (water), O (water), O (water), O (water). Product: S(=O)(=O)(O)C=1C=C(C(=O)O)C=CC1 (3-sulfobenzoic acid). Isolated yield 95.6%. RXN SMILES: Cl[S:2]([C:5]1[CH:6]=[C:7]([CH:11]=[CH:12][CH:13]=1)[C:8]([OH:10])=[O:9])(=[O:4])=[O:3].ClS(C1C=CC=CC=1C(O)=O)(=O)=[O:16].C1(C)C(C)=CC=CC=1>O>[S:2]([C:5]1[CH:6]=[C:7]([CH:11]=[CH:12][CH:13]=1)[C:8]([OH:10])=[O:9])([OH:16])(=[O:4])=[O:3]. Reported procedure: 250 g of 3-(chlorosulfonyl)benzoic acid containing 35.9% of water (corresponding to 160.2 g (0.73 mol) of 100% chlorosulfonylbenzoic acid) are admixed with 86 g of water and 500 g of xylene and heated in a water separator. A total of 171 ml of water are expelled. The reaction mixture is cooled and the precipitated product filtered off with suction. After drying at 100° C./100 torr (13.16 kPa) 144.3 g of 3-sulfobenzoic acid are obtained, the purity determined by titration being 97.5%; this corres... The reactants are C1=CCC([Zr+2]C2=CC=CC2)=C1, C1CCOC1, [Cl-], [H-], CON(C)C(=O)c1ccc(O)c(CN2CCOCC2)c1. Product: O=Cc1ccc(O)c(CN2CCOCC2)c1. As a reaction SMILES: [C:28]1([Zr+2:29][C:30]2=[CH:34][CH:33]=[CH:32][CH2:31]2)=[CH:38][CH:37]=[CH:36][CH2:35]1.[CH2:21]1[O:22][CH2:23][CH2:24][CH2:25]1.[Cl-:27].[H-:26].[OH:1][c:2]1[c:3]([CH2:14][N:15]2[CH2:16][CH2:17][O:18][CH2:19][CH2:20]2)[cH:4][c:5]([C:6](=[O:7])[N:8]([O:9][CH3:10])[CH3:11])[cH:12][cH:13]1>>[OH:1][c:2]1[c:3]([CH2:14][N:15]2[CH2:16][CH2:17][O:18][CH2:19][CH2:20]2)[cH:4][c:5]([CH:6]=[O:7])[cH:12][cH:13]1. The reactants are OCCN(C(=O)C1=NC(=NC(=C1OCC1=CC=CC=C1)O)CC1(CCCC1)C1=CC=C(C=C1)Cl)C (5-Benzyloxy-2-[1-(4-chlorophenyl)-cyclopentylmethyl]-6-hydroxypyrimidine-4-carboxylic acid (2-hydroxyethyl)-methyl-amide), C(C1=CC=CC=C1)OC1=C2N(C(=NC1=O)CC1=C(C=CC=C1)C1=CC=CC=C1)CCN(C2=O)C (9-benzyloxy-6-biphenyl-2-ylmethyl-2-methyl-3,4-dihydro-2H-pyrazino[1,2-c]pyrimidine-1,8-dione). Yields the product C(C1=CC=CC=C1)OC1=C2N(C(=NC1=O)CC1(CCCC1)C1=CC=C(C=C1)Cl)CCN(C2=O)C (9-Benzyloxy-6-[1-(4-chlorophenyl)-cyclopentylmethyl]-2-methyl-3,4-dihydro-2H-pyrazino[1,2-c]pyrimidine-1,8-dione). Yield: 51.9%. RXN SMILES: O[CH2:2][CH2:3][N:4]([CH3:35])[C:5]([C:7]1[C:12]([O:13][CH2:14][C:15]2[CH:20]=[CH:19][CH:18]=[CH:17][CH:16]=2)=[C:11]([OH:21])[N:10]=[C:9]([CH2:22][C:23]2([C:28]3[CH:33]=[CH:32][C:31]([Cl:34])=[CH:30][CH:29]=3)[CH2:27][CH2:26][CH2:25][CH2:24]2)[N:8]=1)=[O:6].C(OC1C(=O)N=C(CC2C=CC=CC=2C2C=CC=CC=2)N2CCN(C)C(=O)C=12)C1C=CC=CC=1>>[CH2:14]([O:13][C:12]1[C:11](=[O:21])[N:10]=[C:9]([CH2:22][C:23]2([C:28]3[CH:33]=[CH:32][C:31]([Cl:34])=[CH:30][CH:29]=3)[CH2:24][CH2:25][CH2:26][CH2:27]2)[N:8]2[CH2:2][CH2:3][N:4]([CH3:35])[C:5](=[O:6])[C:7]=12)[C:15]1[CH:20]=[CH:19][CH:18]=[CH:17][CH:16]=1. Reported procedure: 9-Benzyloxy-6-[1-(4-chlorophenyl)-cyclopentylmethyl]-2-methyl-3,4-dihydro-2H-pyrazino[1,2-c]pyrimidine-1,8-dione (31-02) (500 mg, 51.88%) was synthesized from 5-benzyloxy-2-[1-(4-chlorophenyl)-cyclopentylmethyl]-6-hydroxypyrimidine-4-carboxylic acid (2-hydroxyethyl)-methyl-amide (30-02) (1 g, 2.016 mmol) as an off-white solid following the procedure as described for 9-benzyloxy-6-biphenyl-2-ylmethyl-2-methyl-3,4-dihydro-2H-pyrazino[1,2-c]pyrimidine-1,8-dione (11-01). Starting materials: Cc1ccc(S(=O)(=O)Cl)cc1, CC(C)(C)OC(=O)N1CCC(O)C1, c1ccncc1. Yields the product Cc1ccc(S(=O)(=O)OC2CCN(C(=O)OC(C)(C)C)C2)cc1. RXN SMILES: [CH3:14][c:15]1[cH:16][cH:17][c:18]([S:21](=[O:22])(=[O:23])[Cl:24])[cH:19][cH:20]1.[OH:1][CH:2]1[CH2:3][N:4]([C:7](=[O:8])[O:9][C:10]([CH3:11])([CH3:12])[CH3:13])[CH2:5][CH2:6]1.[cH:25]1[cH:26][cH:27][n:28][cH:29][cH:30]1>>[O:1]([CH:2]1[CH2:3][N:4]([C:7](=[O:8])[O:9][C:10]([CH3:11])([CH3:12])[CH3:13])[CH2:5][CH2:6]1)[S:21]([c:18]1[cH:17][cH:16][c:15]([CH3:14])[cH:20][cH:19]1)(=[O:22])=[O:23]. The reactants are CCOP(=O)(Cc1cc(OC)c(C(C)C)c(OC)c1)OCC, C1CCOC1, O=Cc1ccccc1F, [H-], [Na+], O. Yields the product COc1cc(C=Cc2ccccc2F)cc(OC)c1C(C)C. RXN SMILES: [CH2:1]([O:2][P:3](=[O:4])([O:5][CH2:6][CH3:7])[CH2:9][c:10]1[cH:11][c:12]([O:21][CH3:22])[c:13]([CH:18]([CH3:19])[CH3:20])[c:14]([O:16][CH3:17])[cH:15]1)[CH3:8].[CH2:35]1[O:36][CH2:37][CH2:38][CH2:39]1.[F:25][c:26]1[c:27]([CH:28]=[O:29])[cH:30][cH:31][cH:32][cH:33]1.[H-:24].[Na+:23].[OH2:34]>>[CH:9]([c:10]1[cH:11][c:12]([O:21][CH3:22])[c:13]([CH:18]([CH3:19])[CH3:20])[c:14]([O:16][CH3:17])[cH:15]1)=[CH:28][c:27]1[c:26]([F:25])[cH:33][cH:32][cH:31][cH:30]1. Solvent: O1CCCC1 (tetrahydrofuran). Conditions: time 20 minute. Starting materials: C1(=CC=CC=C1)C(C#N)C1=CC=CC=C1 (diphenylacetonitrile), [H-].[Na+] (sodium hydride), ice water, BrCCCC(=O)OCC (ethyl 4-bromobutyrate). The product is C(#N)C(CCCC(=O)OCC)(C1=CC=CC=C1)C1=CC=CC=C1 (Ethyl 5-cyano-5,5-diphenylpentanoate). RXN SMILES: [C:1]1([CH:7]([C:10]2[CH:15]=[CH:14][CH:13]=[CH:12][CH:11]=2)[C:8]#[N:9])[CH:6]=[CH:5][CH:4]=[CH:3][CH:2]=1.[H-].[Na+].Br[CH2:19][CH2:20][CH2:21][C:22]([O:24][CH2:25][CH3:26])=[O:23]>O1CCCC1>[C:8]([C:7]([C:1]1[CH:2]=[CH:3][CH:4]=[CH:5][CH:6]=1)([C:10]1[CH:11]=[CH:12][CH:13]=[CH:14][CH:15]=1)[CH2:19][CH2:20][CH2:21][C:22]([O:24][CH2:25][CH3:26])=[O:23])#[N:9] |f:1.2|. Procedure: To a stirring solution of diphenylacetonitrile (1-g) in tetrahydrofuran (10 ml) was added 60% sodium hydride (0.25 g) in small portions under ice-cooling. After completion of dropwise addition, the mixture was stirred for 20 minutes. Then, ethyl 4-bromobutyrate (0.94 ml) was added dropwise under ice-cooling and the mixture was further stirred at room temperature for 15 minutes. This reaction mixture was poured into ice-water and the organic layer that had separated out was extracted with ethyl a...